This data is from the Open Reaction Database (ORD), a public repository of structured organic reaction records. The task is: describe an organic reaction: reactants, conditions, products, and yield Reactants: CO, Cl, CCOC(=O)c1ccc(C(=O)c2sc(Nc3ccc(S(N)(=O)=O)cc3)nc2N)cc1, [Na+], [OH-]. Yields the product Nc1nc(Nc2ccc(S(N)(=O)=O)cc2)sc1C(=O)c1ccc(C(=O)O)cc1. Reaction SMILES: [CH3:34][OH:35].[ClH:33].[NH2:1][c:2]1[n:3][c:4]([NH:20][c:21]2[cH:22][cH:23][c:24]([S:27]([NH2:28])(=[O:29])=[O:30])[cH:25][cH:26]2)[s:5][c:6]1[C:7](=[O:8])[c:9]1[cH:10][cH:11][c:12]([C:13](=[O:14])[O:15][CH2:16][CH3:17])[cH:18][cH:19]1.[Na+:32].[OH-:31]>>[NH2:1][c:2]1[n:3][c:4]([NH:20][c:21]2[cH:22][cH:23][c:24]([S:27]([NH2:28])(=[O:29])=[O:30])[cH:25][cH:26]2)[s:5][c:6]1[C:7](=[O:8])[c:9]1[cH:10][cH:11][c:12]([C:13](=[O:14])[OH:15])[cH:18][cH:19]1. Starting materials: BrCC(=O)C1=CC=2C(=NC(=CC2)N2CCN(CCC2)C(=O)OC(C)(C)C)OC1=O (tert-Butyl 4-(3-(2-bromoacetyl)-2-oxo-2H-pyrano[2,3-b]pyridin-7-yl)-1,4-diazepane-1-carboxylate), NC=1SC=CN1 (2-aminothiazole). Run in CCO (EtOH). Yields the product S1C=2N(C=C1)C=C(N2)C2=CC=1C(=NC(=CC1)N1CCN(CCC1)C(=O)OC(C)(C)C)OC2=O (tert-butyl 4-(3-(imidazo[2,1-b]thiazol-6-yl)-2-oxo-2H-pyrano[2,3-b]pyridin-7-yl)-1,4-diazepane-1-carboxylate). Yield: 49.1%. Reaction SMILES: Br[CH2:2][C:3]([C:5]1[C:28](=[O:29])[O:27][C:8]2=[N:9][C:10]([N:13]3[CH2:19][CH2:18][CH2:17][N:16]([C:20]([O:22][C:23]([CH3:26])([CH3:25])[CH3:24])=[O:21])[CH2:15][CH2:14]3)=[CH:11][CH:12]=[C:7]2[CH:6]=1)=O.[NH2:30][C:31]1[S:32][CH:33]=[CH:34][N:35]=1>CCO>[S:32]1[CH:33]=[CH:34][N:35]2[CH:2]=[C:3]([C:5]3[C:28](=[O:29])[O:27][C:8]4=[N:9][C:10]([N:13]5[CH2:19][CH2:18][CH2:17][N:16]([C:20]([O:22][C:23]([CH3:25])([CH3:26])[CH3:24])=[O:21])[CH2:15][CH2:14]5)=[CH:11][CH:12]=[C:7]4[CH:6]=3)[N:30]=[C:31]12. Procedure details: tert-Butyl 4-(3-(2-bromoacetyl)-2-oxo-2H-pyrano[2,3-b]pyridin-7-yl)-1,4-diazepane-1-carboxylate (132 mg, 0.28 mmol) in 5 mL of EtOH was treated with 2-aminothiazole (34.1 mg, 0.34 mmol) at room temperature. The solution was refluxed for 16 hours and concentrated under vacuum. The residue was purified on silica gel to provide tert-butyl 4-(3-(imidazo[2,1-b]thiazol-6-yl)-2-oxo-2H-pyrano[2,3-b]pyridin-7-yl)-1,4-diazepane-1-carboxylate (64.3 mg, 49%). MS m/z 468 [M+H]+.